The task is: describe an organic reaction: reactants, conditions, products, and yield. This data is from the Open Reaction Database (ORD), a public repository of structured organic reaction records. Starting materials: CC(=O)OCBr, CCC(=O)OBr, CC#N, CCN(C(C)C)C(C)C, O=C(O)Cc1ccc(I)cc1F. Product: CC(=O)OCOC(=O)Cc1ccc(I)cc1F. RXN SMILES: [C:28]([CH3:29])(=[O:30])[O:31][CH2:32][Br:33].[CH3:22][CH2:23][C:24]([O:25][Br:26])=[O:27].[CH3:34][C:35]#[N:36].[CH:13]([N:14]([CH2:15][CH3:16])[CH:17]([CH3:18])[CH3:19])([CH3:20])[CH3:21].[F:1][c:2]1[c:3]([CH2:9][C:10](=[O:11])[OH:12])[cH:4][cH:5][c:6]([I:8])[cH:7]1>>[F:1][c:2]1[c:3]([CH2:9][C:10]([O:11][CH2:32][O:31][C:28]([CH3:29])=[O:30])=[O:12])[cH:4][cH:5][c:6]([I:8])[cH:7]1. Reactants: CCOC(=O)CBr, C1CCOC1, C1CCOC1, [Cl-], Cc1ccc(Cl)cc1C(O)CCN(C)C(=O)OC(C)(C)C, [H-], [NH4+], [Na+], CN(C)C=O. Product: CCOC(=O)COC(CCN(C)C(=O)OC(C)(C)C)c1cc(Cl)ccc1C. RXN SMILES: [Br:24][CH2:25][C:26](=[O:27])[O:28][CH2:29][CH3:30].[CH2:33]1[O:34][CH2:35][CH2:36][CH2:37]1.[CH2:38]1[O:39][CH2:40][CH2:41][CH2:42]1.[Cl-:31].[Cl:3][c:4]1[cH:5][cH:6][c:7]([CH3:23])[c:8]([CH:10]([CH2:11][CH2:12][N:13]([C:14]([O:15][C:16]([CH3:17])([CH3:18])[CH3:19])=[O:20])[CH3:21])[OH:22])[cH:9]1.[H-:2].[NH4+:32].[Na+:1].[O:43]=[CH:44][N:45]([CH3:46])[CH3:47]>>[Cl:3][c:4]1[cH:5][cH:6][c:7]([CH3:23])[c:8]([CH:10]([CH2:11][CH2:12][N:13]([C:14]([O:15][C:16]([CH3:17])([CH3:18])[CH3:19])=[O:20])[CH3:21])[O:22][CH2:25][C:26](=[O:27])[O:28][CH2:29][CH3:30])[cH:9]1.